Dataset: the Open Reaction Database (ORD), a public repository of structured organic reaction records. Task: describe an organic reaction: reactants, conditions, products, and yield The reactants are C(CN(CC(=O)O)CC(=O)O)N(CC(=O)O)CC(=O)O (ethylenediamine tetraacetic acid), butyl glyoxylate hemiacetal, C1(O)=CC=C(O)C=C1 (hydroquinone), C(C=C)(=O)N (acrylamide), COC (methyl ether), C(CCC)OC(C(=O)OCCCC)NC(C=C)=O (butyl acrylamidoglycolate butyl ether). The solvent is C(CCC)O (butanol). Reaction conditions: time 3 hour. The product is C(C=C)(=O)NC(C(=O)OCCCC)O (Butyl Acrylamidoglycolate). As a reaction SMILES: C(N)(=O)C=C.COC.C1(C=CC(O)=CC=1)O.C(N(CC(O)=O)CC(O)=O)CN(CC(O)=O)CC(O)=O.C([O:41][CH:42]([NH:50][C:51](=[O:54])[CH:52]=[CH2:53])[C:43]([O:45][CH2:46][CH2:47][CH2:48][CH3:49])=[O:44])CCC>C(O)CCC>[C:51]([NH:50][CH:42]([OH:41])[C:43]([O:45][CH2:46][CH2:47][CH2:48][CH3:49])=[O:44])(=[O:54])[CH:52]=[CH2:53]. Procedure details: The procedure of Example I is again followed using the following charge: butyl glyoxylate hemiacetal 315 parts (1.5 moles), acrylamide 110 parts (1.5 moles), methyl ether of hydroquinone 400 parts per million and ethylenediamine tetraacetic acid 200 parts per million. The reaction is run for 3 hours at 60°-65° C. and then by-product butanol is stripped under vacuum. The material is not isolated, instead it is used directly to make butyl acrylamidoglycolate butyl ether. The reactants are BrC1=CN=C2C(=N1)N(CCN2)CC2=C(C(=CC=C2F)F)Cl (7-bromo-1-(2-chloro-3,6-difluorobenzyl)-1,2,3,4-tetrahydropyrazino[2,3-b]pyrazine), C(=O)(OC(C)(C)C)N1CCN(CC1)C1=NC=C(C=N1)B1OC(C)(C)C(C)(C)O1 (2-(4-Boc-piperazin-1-yl)pyrimidine-5-boronic acid pinacol ester). Product: ClC1=C(CN2CCNC=3C2=NC(=CN3)C=3C=NC(=NC3)N3CCNCC3)C(=CC=C1F)F (1-(2-chloro-3,6-difluorobenzyl)-7-[2-(piperazin-1-yl)pyrimidin-5-yl]-1,2,3,4-tetrahydropyrazino[2,3-b]pyrazine). As a reaction SMILES: Br[C:2]1[N:7]=[C:6]2[N:8]([CH2:12][C:13]3[C:18]([F:19])=[CH:17][CH:16]=[C:15]([F:20])[C:14]=3[Cl:21])[CH2:9][CH2:10][NH:11][C:5]2=[N:4][CH:3]=1.C([N:29]1[CH2:34][CH2:33][N:32]([C:35]2[N:40]=[CH:39][C:38](B3OC(C)(C)C(C)(C)O3)=[CH:37][N:36]=2)[CH2:31][CH2:30]1)(OC(C)(C)C)=O>>[Cl:21][C:14]1[C:15]([F:20])=[CH:16][CH:17]=[C:18]([F:19])[C:13]=1[CH2:12][N:8]1[C:6]2=[N:7][C:2]([C:38]3[CH:37]=[N:36][C:35]([N:32]4[CH2:33][CH2:34][NH:29][CH2:30][CH2:31]4)=[N:40][CH:39]=3)=[CH:3][N:4]=[C:5]2[NH:11][CH2:10][CH2:9]1. Reported procedure: The entitled compound was prepared from 7-bromo-1-(2-chloro-3,6-difluorobenzyl)-1,2,3,4-tetrahydropyrazino[2,3-b]pyrazine and 2-(4-Boc-piperazin-1-yl)pyrimidine-5-boronic acid pinacol ester using Suzuki coupling conditions as described in Example 1. The Suzuki coupling yielded the desired compound in its BOC protected form. The BOC protected intermediate was then treated with TFA in CH2Cl2 and purified by Silica gel column chromatography.